From a dataset of the Open Reaction Database (ORD), a public repository of structured organic reaction records. describe an organic reaction: reactants, conditions, products, and yield Starting materials: FC1=C(C=C(C=C1)S(=O)(=O)C)N1CCN(CC1)C1=NC=NC2=CC=C(C=C12)C=1C=NN(C1)C(C1=CC=CC=C1)(C1=CC=CC=C1)C1=CC=CC=C1 (4-[4-(2-fluoro-5-methylsulfonylphenyl)piperazin-1-yl]-6-(1-trityl-1H-4-pyrazolyl) quinazoline), Cl (hydrochloride). Yields the product Cl.Cl.FC1=C(C=C(C=C1)S(=O)(=O)C)N1CCN(CC1)C1=NC=NC2=CC=C(C=C12)C=1C=NNC1 (4-[4-(2-Fluoro-5-methylsulfonylphenyl)piperazin-1-yl]-6-(1H-4-pyrazolyl)quinazoline dihydrochloride). RXN SMILES: [F:1][C:2]1[CH:7]=[CH:6][C:5]([S:8]([CH3:11])(=[O:10])=[O:9])=[CH:4][C:3]=1[N:12]1[CH2:17][CH2:16][N:15]([C:18]2[C:27]3[C:22](=[CH:23][CH:24]=[C:25]([C:28]4[CH:29]=[N:30][N:31](C(C5C=CC=CC=5)(C5C=CC=CC=5)C5C=CC=CC=5)[CH:32]=4)[CH:26]=3)[N:21]=[CH:20][N:19]=2)[CH2:14][CH2:13]1.[ClH:52]>>[ClH:52].[ClH:52].[F:1][C:2]1[CH:7]=[CH:6][C:5]([S:8]([CH3:11])(=[O:10])=[O:9])=[CH:4][C:3]=1[N:12]1[CH2:13][CH2:14][N:15]([C:18]2[C:27]3[C:22](=[CH:23][CH:24]=[C:25]([C:28]4[CH:32]=[N:31][NH:30][CH:29]=4)[CH:26]=3)[N:21]=[CH:20][N:19]=2)[CH2:16][CH2:17]1 |f:2.3.4|. Reported procedure: 211 mg 4-[4-(2-fluoro-5-methylsulfonylphenyl)piperazin-1-yl]-6-(1-trityl-1H-4-pyrazolyl) quinazoline obtained in Example 730 was subjected to deprotection of the trityl group and converted into the corresponding hydrochloride by the same method as in Example 163, to give 108 mg of the title compound as pale yellow crystals. Reactants: BrC1=C(C=CC=C1)CO ((2-bromophenyl)methanol), N1C=NC=C1 (1H-imidazole), [Cl-].C(C)(C)(C)[SiH](C)C (tert-butyldimethylsilane chloride). The solvent is O1CCCC1 (tetrahydrofuran). Run at time 48 hour. The product is BrC1=C(CO[Si](C)(C)C(C)(C)C)C=CC=C1 ((2-Bromobenzyloxy)tert-butyldimethylsilane). The yield is 82.6%. Reaction SMILES: [Br:1][C:2]1[CH:7]=[CH:6][CH:5]=[CH:4][C:3]=1[CH2:8][OH:9].N1C=CN=C1.[Cl-].[C:16]([SiH:20]([CH3:22])[CH3:21])([CH3:19])([CH3:18])[CH3:17]>O1CCCC1>[Br:1][C:2]1[CH:7]=[CH:6][CH:5]=[CH:4][C:3]=1[CH2:8][O:9][Si:20]([C:16]([CH3:19])([CH3:18])[CH3:17])([CH3:22])[CH3:21] |f:2.3|. Reported procedure: 2.0 g of (2-bromophenyl)methanol are placed in a round-bottomed flask and dissolved in 100 ml of tetrahydrofuran. 1.1 g of 1H-imidazole are added thereto, followed by 2.1 g of tert-butyldimethylsilane chloride, and the mixture is left to stir at ambient temperature for 48 hours. The reaction mixture is then hydrolysed with water, and the organic phase, which has been extracted with ethyl acetate, is separated, dried over magnesium sulphate and concentrated under reduced pressure. The residue obt... Reactants: CCCCCCCC (octane), N1N=CN=C1 (1,2,4-triazole), [Na] (sodium), N1N=NC=C1 (triazole). Procedure details: To a solution of (±)3-methanesulphonyloxy-1-azabiyclo[2.2.2]octane (1.3 g; 6.3 mmol) in dry DMF (20 mL) was added 1,2,4-triazole, sodium salt (1.5 g; 21 mmol). The resulting mixture was refluxed for 2 hours. The reaction mixture was cooled to room temperature and concentrated to dryness. The residue was taken up into 1M Na2CO3 and extracted into CH2Cl2 (3×50 mL). The organics were combined, dried (Na2SO4), filtered, and evaporated to yield 0.57 g of a crude yellow oil. MPLC (Al2O3 ; 2% MeOH/CH2C... Reaction SMILES: CCC[CH2:4][CH2:5][CH2:6][CH2:7][CH3:8].[NH:9]1[CH:13]=[N:12][CH:11]=[N:10]1.[Na].[NH:15]1[CH:19]=[CH:18]N=N1>CN(C=O)C.CO.C(Cl)Cl>[N:9]1([CH:7]2[CH:6]3[CH2:5][CH2:4][N:15]([CH2:19][CH2:18]3)[CH2:8]2)[CH:13]=[N:12][CH:11]=[N:10]1 |f:5.6,^1:13|. Solvent: CN(C)C=O (DMF), CO.C(Cl)Cl (MeOH CH2Cl2). Product: N1(N=CN=C1)C1CN2CCC1CC2 ((+) 3-(1,2,4-triazol-1-yl)-1-azabicyclo[2.2.2]octane). Reactants: C1OC2[C@H](CCCCCCC(=O)OCC)[C@H](CC2OC1)CCC(CCCCC)(C)O (ethyl 9-ethylenedioxy- 15-hydroxy-15-methyl-prostanoate), viscous oil, [OH-].[K+] (potassium hydroxide), OP(=O)(O)[O-].[Na+] (sodium phosphate monobasic). Run in CO.O (methanol water). Product: C1OC2[C@H](CCCCCCC(=O)O)[C@H](CC2OC1)CCC(CCCCC)(C)O (9-ethylenedioxy-15-hydroxy-15-methyl-prostanoic acid). Reaction SMILES: [CH2:1]1[CH2:20][O:19][CH:18]2[CH:3]([C@@H:4]([C@@H:16]([CH2:21][CH2:22][C:23]([OH:30])([CH3:29])[CH2:24][CH2:25][CH2:26][CH2:27][CH3:28])[CH2:17]2)[CH2:5][CH2:6][CH2:7][CH2:8][CH2:9][CH2:10][C:11]([O:13]CC)=[O:12])[O:2]1.[OH-].[K+].OP([O-])(O)=O.[Na+]>CO.O>[CH2:1]1[CH2:20][O:19][CH:18]2[CH:3]([C@@H:4]([C@@H:16]([CH2:21][CH2:22][C:23]([OH:30])([CH3:29])[CH2:24][CH2:25][CH2:26][CH2:27][CH3:28])[CH2:17]2)[CH2:5][CH2:6][CH2:7][CH2:8][CH2:9][CH2:10][C:11]([OH:13])=[O:12])[O:2]1 |f:1.2,3.4,5.6|. Reported procedure: A solution of 1.33 g. of ethyl 9-ethylenedioxy-15-hydroxy-15-methyl prostanoate (Example 57) in 20 ml. of methanol-water (1:1) containing 500 mg. of potassium hydroxide is stirred at room temperature for 18 hours. The solution is neutralized with 30% aqueous sodium phosphate monobasic and extracted with ether. The ether extract is washed with saturated sodium chloride solution, dried with anhydrous magnesium sulfate and taken to dryness to give 1.23 g. (99%) of viscous oil; λ max. 2.94-4.00 (bro... Reactants: cuprous bromide, Br (hydrobromic acid), O (water), NC=1SC(=C(N1)C(=O)OC)C (methyl 2-amino-5-methyl-1,3-thiazole-4-carboxylate), N(=O)[O-].[Na+] (sodium nitrite), Br (hydrobromic acid). Run in CO (methanol). The product is BrC=1SC(=C(N1)C(=O)OC)C (methyl 2-bromo-5-methyl-1,3-thiazole-4-carboxylate). RXN SMILES: N[C:2]1[S:3][C:4]([CH3:11])=[C:5]([C:7]([O:9][CH3:10])=[O:8])[N:6]=1.N([O-])=O.[Na+].O.[BrH:17]>CO>[Br:17][C:2]1[S:3][C:4]([CH3:11])=[C:5]([C:7]([O:9][CH3:10])=[O:8])[N:6]=1 |f:1.2|. Reported procedure: 2.8 g of methyl 2-amino-5-methyl-1,3-thiazole-4-carboxylate was dissolved in 30 ml methanol and 7 ml hydrobromic acid, followed by adding dropwise an aqueous solution of 1.2 g sodium nitrite thereinto under ice-cooling. After stirring the reaction solution under ice-cooling for 30 minutes, a solution, previously heated at 60° C., of 1.3 g cuprous bromide in 7 ml hydrobromic acid was added thereto, followed by stirring at 60° C. for 1 hour. The reaction solution was ice-cooled and water was-added...